Dataset: the Open Reaction Database (ORD), a public repository of structured organic reaction records. Task: describe an organic reaction: reactants, conditions, products, and yield Reactants: C(C1=CC=CC=C1)OC1=C2N(C(=NC1=O)CC1(CCCC1)C1=CC=C(C=C1)Cl)CCN(C2=O)C(C)C (9-Benzyloxy-6-[1-(4-chlorophenyl)-cyclopentylmethyl]-2-isopropyl-3,4-dihydro-2H-pyrazino[1,2-c]pyrimidine-1,8-dione), C1(=C(C=CC=C1)CC1=NC(C(=C2N1CCN(C2=O)C)O)=O)C2=CC=CC=C2 (6-biphenyl-2-ylmethyl-9-hydroxy-2-methyl-3,4-dihydro-2H-pyrazino[1,2-c]pyrimidine-1,8-dione). The product is ClC1=CC=C(C=C1)C1(CCCC1)CC1=NC(C(=C2N1CCN(C2=O)C(C)C)O)=O (6-[1-(4-chlorophenyl)-cyclopentylmethyl]-9-hydroxy-2-isopropyl-3,4-dihydro-2H-pyrazino[1,2-c]pyrimidine-1,8-dione). The yield is 62.8%. RXN SMILES: C([O:8][C:9]1[C:14](=[O:15])[N:13]=[C:12]([CH2:16][C:17]2([C:22]3[CH:27]=[CH:26][C:25]([Cl:28])=[CH:24][CH:23]=3)[CH2:21][CH2:20][CH2:19][CH2:18]2)[N:11]2[CH2:29][CH2:30][N:31]([CH:34]([CH3:36])[CH3:35])[C:32](=[O:33])[C:10]=12)C1C=CC=CC=1.C1(C2C=CC=CC=2)C=CC=CC=1CC1N2CCN(C)C(=O)C2=C(O)C(=O)N=1>>[Cl:28][C:25]1[CH:26]=[CH:27][C:22]([C:17]2([CH2:16][C:12]3[N:11]4[CH2:29][CH2:30][N:31]([CH:34]([CH3:36])[CH3:35])[C:32](=[O:33])[C:10]4=[C:9]([OH:8])[C:14](=[O:15])[N:13]=3)[CH2:21][CH2:20][CH2:19][CH2:18]2)=[CH:23][CH:24]=1. Procedure: 6-[1-(4-chlorophenyl)-cyclopentylmethyl]-9-hydroxy-2-isopropyl-3,4-dihydro-2H-pyrazino[1,2-c]pyrimidine-1,8-dione (32-03) (465 mg, 62.8%) was synthesized from 9-benzyloxy-6-[1-(4-chlorophenyl)-cyclopentylmethyl]-2-isopropyl-3,4-dihydro-2H-pyrazino[1,2-c]pyrimidine-1,8-dione (31-03) (900 mg, 1.779 mmol) as an off-white solid following the procedure as described for 6-biphenyl-2-ylmethyl-9-hydroxy-2-methyl-3,4-dihydro-2H-pyrazino[1,2-c]pyrimidine-1,8-dione (12-01). The reactants are C(C)(C)(C)O[C@H](C(=O)OCC)C=1C(=NC(=C(C1N1CCC(CC1)(C)C)C1=CC=C(C=C1)O)C)C ((S)-ethyl 2-(tert-butoxy)-2-(4-(4,4-dimethylpiperidin-1-yl)-5-(4-hydroxyphenyl)-2,6-dimethylpyridin-3-yl)acetate), CC=1SC=C(N1)CCO (2-(2-methylthiazol-4-yl)ethanol), C1=CC=C(C=C1)P(C2=CC=CC=C2)C3=CC=CC=C3 (Ph3P), CCOC(=O)/N=N/C(=O)OCC (DEAD), [OH-].[Na+] (NaOH). Solvent: C1CCOC1 (THF), CO (MeOH). Run at time 18 hour. The product is C(C)(C)(C)O[C@H](C(=O)O)C=1C(=NC(=C(C1N1CCC(CC1)(C)C)C1=CC=C(C=C1)OCCC=1N=C(SC1)C)C)C ((S)-2-(tert-butoxy)-2-(4-(4,4-dimethylpiperidin-1-yl)-2,6-dimethyl-5-(4-(2-(2-methylthiazol-4-yl)ethoxy)phenyl)pyridin-3-yl)acetic acid). The yield is 64.2%. As a reaction SMILES: [C:1]([O:5][C@@H:6]([C:12]1[C:13]([CH3:34])=[N:14][C:15]([CH3:33])=[C:16]([C:26]2[CH:31]=[CH:30][C:29]([OH:32])=[CH:28][CH:27]=2)[C:17]=1[N:18]1[CH2:23][CH2:22][C:21]([CH3:25])([CH3:24])[CH2:20][CH2:19]1)[C:7]([O:9]CC)=[O:8])([CH3:4])([CH3:3])[CH3:2].[CH3:35][C:36]1[S:37][CH:38]=[C:39]([CH2:41][CH2:42]O)[N:40]=1.C1C=CC(P(C2C=CC=CC=2)C2C=CC=CC=2)=CC=1.CCOC(/N=N/C(OCC)=O)=O.[OH-].[Na+]>C1COCC1.CO>[C:1]([O:5][C@@H:6]([C:12]1[C:13]([CH3:34])=[N:14][C:15]([CH3:33])=[C:16]([C:26]2[CH:31]=[CH:30][C:29]([O:32][CH2:42][CH2:41][C:39]3[N:40]=[C:36]([CH3:35])[S:37][CH:38]=3)=[CH:28][CH:27]=2)[C:17]=1[N:18]1[CH2:23][CH2:22][C:21]([CH3:25])([CH3:24])[CH2:20][CH2:19]1)[C:7]([OH:9])=[O:8])([CH3:3])([CH3:2])[CH3:4] |f:4.5|. Reported procedure: To a stirred solution of (S)-ethyl 2-(tert-butoxy)-2-(4-(4,4-dimethylpiperidin-1-yl)-5-(4-hydroxyphenyl)-2,6-dimethylpyridin-3-yl)acetate (25 mg, 0.053 mmol), 2-(2-methylthiazol-4-yl)ethanol (22.92 mg, 0.160 mmol) and Ph3P-resin (69.7 mg, 0.267 mmol) in THF (2 mL) was added DEAD (0.025 mL, 0.160 mmol) at rt. After 18 h, mixture was filtered to remove polymer, concentrated and treated with 1N NaOH (1.067 mL, 1.067 mmol) in MeOH (1 mL) at 75° C. for 16 h. Mixture was then cooled and purified by pr... Reactants: COC=1C=CC(=NC1)[C@@H]1[C@H](C1)COC1=NC2=CC=CN=C2C=C1C1=CCCN(C1)C(=O)OC(C)(C)C (tert-butyl 5-(2-{[(1S,2S)-2-(5-methoxypyridin-2-yl)cyclopropyl]methoxy}-1,5-naphthyridin-3-yl)-3,6-dihydropyridine-1(2H)-carboxylate). The reagents and catalysts are [Pd] (palladium on carbon). Solvent: C(C)O (ethanol). Run at time 8 hour. Product: COC=1C=CC(=NC1)[C@@H]1[C@H](C1)COC1=NC2=CC=CN=C2C=C1C1CN(CCC1)C(=O)OC(C)(C)C (Tert-butyl 3-(2-{[(1S,2S)-2-(5-methoxypyridin-2-yl)cyclopropyl]methoxy}-1,5-naphthyridin-3-yl)piperidine-1-carboxylate). RXN SMILES: [CH3:1][O:2][C:3]1[CH:4]=[CH:5][C:6]([C@H:9]2[CH2:11][C@@H:10]2[CH2:12][O:13][C:14]2[C:23]([C:24]3[CH2:29][N:28]([C:30]([O:32][C:33]([CH3:36])([CH3:35])[CH3:34])=[O:31])[CH2:27][CH2:26][CH:25]=3)=[CH:22][C:21]3[C:16](=[CH:17][CH:18]=[CH:19][N:20]=3)[N:15]=2)=[N:7][CH:8]=1>C(O)C.[Pd]>[CH3:1][O:2][C:3]1[CH:4]=[CH:5][C:6]([C@H:9]2[CH2:11][C@@H:10]2[CH2:12][O:13][C:14]2[C:23]([CH:24]3[CH2:25][CH2:26][CH2:27][N:28]([C:30]([O:32][C:33]([CH3:36])([CH3:35])[CH3:34])=[O:31])[CH2:29]3)=[CH:22][C:21]3[C:16](=[CH:17][CH:18]=[CH:19][N:20]=3)[N:15]=2)=[N:7][CH:8]=1. Reported procedure: To tert-butyl 5-(2-{[(1S,2S)-2-(5-methoxypyridin-2-yl)cyclopropyl]methoxy}-1,5-naphthyridin-3-yl)-3,6-dihydropyridine-1(2H)-carboxylate (RR1) (50 mg, 0.10 mmol) in ethanol (2 mL) was carefully added 10% palladium on carbon (10.6 mg, 0.01 mmol) under N2. The reaction mixture was evacuated and backfilled three times with hydrogen via balloon and then stirred overnight at room temperature. Upon completion, the mixture was filtered through celite washing with methanol and concentrated in vacuo to af... The reactants are ClCC1=CC=C(C=C1)OCCCCC1=CC=CC=C1 (4-chloromethyl-1-(4-phenylbutoxy)benzene), C=1(O)C(O)=CC=CC1 (catechol), C([O-])([O-])=O.[K+].[K+] (potassium carbonate). Solvent: O (water), CN(C=O)C (N,N-dimethylformamide). Product: C1(=CC=CC=C1)CCCCOC1=CC=C(COC2=C(C=CC=C2)O)C=C1 (o-[p-(4-phenylbutoxy)benzyloxy]phenol). Isolated yield 48.5%. As a reaction SMILES: Cl[CH2:2][C:3]1[CH:8]=[CH:7][C:6]([O:9][CH2:10][CH2:11][CH2:12][CH2:13][C:14]2[CH:19]=[CH:18][CH:17]=[CH:16][CH:15]=2)=[CH:5][CH:4]=1.[C:20]1([C:22](=[CH:24][CH:25]=[CH:26][CH:27]=1)[OH:23])[OH:21].C(=O)([O-])[O-].[K+].[K+]>CN(C)C=O.O>[C:14]1([CH2:13][CH2:12][CH2:11][CH2:10][O:9][C:6]2[CH:7]=[CH:8][C:3]([CH2:2][O:21][C:20]3[CH:27]=[CH:26][CH:25]=[CH:24][C:22]=3[OH:23])=[CH:4][CH:5]=2)[CH:19]=[CH:18][CH:17]=[CH:16][CH:15]=1 |f:2.3.4|. Procedure details: In 1.5 ml of N,N-dimethylformamide were stirred 390 mg of 4-chloromethyl-1-(4-phenylbutoxy)benzene, 180 mg of catechol and 270 mg of potassium carbonate at room temperature overnight. The reaction mixture was dispersed in water and ethyl acetate and the dispersion was separated. The ethyl acetate layer washed subsequently with water and an aqueous saline solution, dried and concentrated. The obtained residue was applied to silica gel column chromatography and eluted with toluene to obtain 240 mg... Reactants: solution, C(C)(C)[Mg]Cl (isopropyl magnesium chloride), C(C)OCC (diethyl ether), BrC1=CC=C2C(CC(OC2=C1)(C)C)=O (7-bromo-2,2-dimethyl-chroman-4-one), BrC1=CC=C2C(CC(OC2=C1)(C)C)=O (7-bromo-2,2-dimethyl-chroman-4-one), CN1C(N(CCC1)C)=O (1,3-dimethyl-3,4,5,6-tetrahydro 2(1H) pyrimidone). Solvent: C1CCOC1 (THF). Run at time 15 hour. Yields the product BrC1=CC=C2C(=CC(OC2=C1)(C)C)C(C)C (7-Bromo-4-isopropyl-2,2-dimethyl-2H-chromene). As a reaction SMILES: [CH:1]([Mg]Cl)([CH3:3])[CH3:2].C(OCC)C.[Br:11][C:12]1[CH:21]=[C:20]2[C:15]([C:16](=O)[CH2:17][C:18]([CH3:23])([CH3:22])[O:19]2)=[CH:14][CH:13]=1.CN1CCCN(C)C1=O>C1COCC1>[Br:11][C:12]1[CH:21]=[C:20]2[C:15]([C:16]([CH:1]([CH3:3])[CH3:2])=[CH:17][C:18]([CH3:23])([CH3:22])[O:19]2)=[CH:14][CH:13]=1. Procedure details: A 2.0 M solution of isopropyl magnesium chloride in diethyl ether (15.5 mL, 31 mmol) was added slowly to a solution of 7-bromo-2,2-dimethyl-chroman-4-one (Compound 65, 1.58 g, 6.2 mmol) and 1,3-dimethyl-3,4,5,6-tetrahydro 2(1H) pyrimidone (DMPU) (7.5 mL, 30 mmol) in 30 mL THF at −30° C. The reaction mixture was warmed to room temperature and stirred for 15 hours. The reaction was then quenched with water (20 mL), saturated NH4Cl (aq) (15 mL) and 10% HCl (20 mL) at −78° C. The mixture was warmed ... The reactants are BrC1=CC=C(CN2C(=C(C3=CC(=CC=C23)OC)C(CC(=O)O)C)C)C=C1 (3-[1-(p-Bromobenzyl)-5-methoxy-2-methylindol-3-yl]butanoic acid), [OH-].[Na+] (NaOH). Run in CCO (EtOH). Yields the product BrC1=CC=C(CN2C(=C(C3=CC(=CC=C23)OC)C(CC(=O)[O-])C)C)C=C1.[Na+] (Sodium 3-[1-(p-bromobenzyl)-5-methoxy-2-methylindol-3-yl]butanoate). Yield: 99.8%. As a reaction SMILES: [Br:1][C:2]1[CH:26]=[CH:25][C:5]([CH2:6][N:7]2[C:15]3[C:10](=[CH:11][C:12]([O:16][CH3:17])=[CH:13][CH:14]=3)[C:9]([CH:18]([CH3:23])[CH2:19][C:20]([OH:22])=[O:21])=[C:8]2[CH3:24])=[CH:4][CH:3]=1.[OH-].[Na+:28]>CCO>[Br:1][C:2]1[CH:26]=[CH:25][C:5]([CH2:6][N:7]2[C:15]3[C:10](=[CH:11][C:12]([O:16][CH3:17])=[CH:13][CH:14]=3)[C:9]([CH:18]([CH3:23])[CH2:19][C:20]([O-:22])=[O:21])=[C:8]2[CH3:24])=[CH:4][CH:3]=1.[Na+:28] |f:1.2,4.5|. Procedure: A suspension of the acid from Step 5 (870 mg, 2.09 mmol) in 15 mL EtOH was treated with 1.00N NaOH (2.1 mL, 2.1 mmol), and stirred until the solid dissolved. The solution was concentrated to dryness, then dissolved in a minimum amount of water and freeze-dried to provide 914 mg of the title compound.